From a dataset of the Open Reaction Database (ORD), a public repository of structured organic reaction records. describe an organic reaction: reactants, conditions, products, and yield The reactants are N#Cc1ccc(NCCCCCCCCCCCCCCCC(=O)O)cc1, CC(C)C[Al+]CC(C)C, CO, Cc1ccccc1, [H-], O=S(=O)(O)O. The product is O=Cc1ccc(NCCCCCCCCCCCCCCCC(=O)O)cc1. Reaction SMILES: [C:11](=[O:12])([OH:13])[CH2:14][CH2:15][CH2:16][CH2:17][CH2:18][CH2:19][CH2:20][CH2:21][CH2:22][CH2:23][CH2:24][CH2:25][CH2:26][CH2:27][CH2:28][NH:29][c:30]1[cH:31][cH:32][c:33]([C:34]#[N:35])[cH:36][cH:37]1.[CH2:2]([Al+:3][CH2:4][CH:5]([CH3:6])[CH3:7])[CH:8]([CH3:9])[CH3:10].[CH3:38][OH:39].[CH3:45][c:46]1[cH:47][cH:48][cH:49][cH:50][cH:51]1.[H-:1].[S:40]([OH:41])(=[O:42])(=[O:43])[OH:44]>>[C:11](=[O:12])([OH:13])[CH2:14][CH2:15][CH2:16][CH2:17][CH2:18][CH2:19][CH2:20][CH2:21][CH2:22][CH2:23][CH2:24][CH2:25][CH2:26][CH2:27][CH2:28][NH:29][c:30]1[cH:31][cH:32][c:33]([CH:34]=[O:41])[cH:36][cH:37]1. The reactants are [Cl-].[Ca+2].[Cl-] (calcium chloride), P(=O)([O-])([O-])[O-].[K+].[K+].[K+] (potassium phosphate). Yields the product P(=O)([O-])([O-])[O-].[Ca+2].P(=O)([O-])([O-])[O-].[Ca+2].[Ca+2] (calcium phosphate). As a reaction SMILES: [Cl-].[Ca+2:2].[Cl-].[P:4]([O-:8])([O-:7])([O-:6])=[O:5].[K+].[K+].[K+]>>[P:4]([O-:8])([O-:7])([O-:6])=[O:5].[Ca+2:2].[P:4]([O-:8])([O-:7])([O-:6])=[O:5].[Ca+2:2].[Ca+2:2] |f:0.1.2,3.4.5.6,7.8.9.10.11|. Procedure: A sterile calcium phosphate suspension was prepared by sequentially passing 100 ml of 10% calcium chloride and 50 ml of 10% dibasic potassium phosphate through a microfilter having a pore size of 0.45 μm. The filtrate was directed into a sterile container and a calcium phosphate suspension resulted. The suspension was adjusted to a pH of 7.4 with 10N sodium hydroxide, and 15 ml of the suspension was thereafter added to an additional 100 ml of the medium prepared earlier, that had been held at 50... Starting materials: OC1=C(C2=C(C(CC(O2)(C)CCC(=O)O)=O)C=C1)CCC (3-(3,4-dihydro-7-hydroxy-2-methyl-4-oxo-8-propyl-2H-1-benzopyran-2-yl)propanoic acid), liquid, N (ammonia), P(Cl)(Cl)(Cl)(Cl)Cl (phosphorus pentachloride). Solvent: O1CCCC1 (tetrahydrofuran). Conditions: time 30 minute. Yields the product OC1=C(C2=C(C(CC(O2)(C)CCC(=O)N)=O)C=C1)CCC (3-(3,4-dihydro-7-hydroxy-2-methyl-4-oxo-8-propyl-2H-1-benzopyran-2-yl)propanamide). As a reaction SMILES: [OH:1][C:2]1[CH:18]=[CH:17][C:5]2[C:6](=[O:16])[CH2:7][C:8]([CH2:11][CH2:12][C:13](O)=[O:14])([CH3:10])[O:9][C:4]=2[C:3]=1[CH2:19][CH2:20][CH3:21].P(Cl)(Cl)(Cl)(Cl)Cl.[NH3:28]>O1CCCC1>[OH:1][C:2]1[CH:18]=[CH:17][C:5]2[C:6](=[O:16])[CH2:7][C:8]([CH2:11][CH2:12][C:13]([NH2:28])=[O:14])([CH3:10])[O:9][C:4]=2[C:3]=1[CH2:19][CH2:20][CH3:21]. Procedure: To a solution of the title product of Example 3, (1.0 g, 3.4 mmole) in 50 ml of dry tetrahydrofuran cooled to 0° was added 2.1 g (10.2 mmole) of phosphorus pentachloride. After the mixture was stirred for 30 minutes, approximately 2 ml of liquid ammonia was added, and the solution was warmed to room temperature and stirred for an additional 30 minutes. The solvent was evaporated and the residue was dissolved in ethyl acetate. The organic layer was washed successively with saturated sodium bicarb...